The task is: describe an organic reaction: reactants, conditions, products, and yield. This data is from the Open Reaction Database (ORD), a public repository of structured organic reaction records. Reactants: solution, CC[C@@H]1[C@@]([C@@H]([C@H](C(=O)[C@@H](C[C@@]([C@@H]([C@H]([C@@H]([C@H](C(=O)O1)C)O[C@H]2C[C@@]([C@H]([C@@H](O2)C)O)(C)OC)C)O[C@H]3[C@@H]([C@H](C[C@H](O3)C)N(C)C)O)(C)O)C)C)O)(C)O (erythromycin A), C(=O)(O)[O-].[Na+] (NaHCO3). The solvent is C(Cl)(Cl)Cl (CHCl3), C(C)(=O)O (acetic acid). Yields the product CC[C@@H]1[C@@]([C@@H]([C@H](C2=C(C[C@@](O2)([C@@H]([C@H]([C@@H]([C@H](C(=O)O1)C)O[C@H]3C[C@@]([C@H]([C@@H](O3)C)O)(C)OC)C)O[C@H]4[C@@H]([C@H](C[C@H](O4)C)N(C)C)O)C)C)C)O)(C)O (8,9-anhydroerythromycin A 6,9-hemiketal). Yield: 71.0%. RXN SMILES: [CH3:1][CH2:2][C@H:3]1[O:18][C:16](=[O:17])[C@H:15]([CH3:19])[C@@H:14]([O:20][C@@H:21]2[O:26][C@@H:25]([CH3:27])[C@H:24]([OH:28])[C@@:23]([O:30][CH3:31])([CH3:29])[CH2:22]2)[C@H:13]([CH3:32])[C@@H:12]([O:33][C@@H:34]2[O:39][C@H:38]([CH3:40])[CH2:37][C@H:36]([N:41]([CH3:43])[CH3:42])[C@H:35]2[OH:44])[C@@:11](O)([CH3:45])[CH2:10][C@@H:9]([CH3:47])[C:7](=[O:8])[C@H:6]([CH3:48])[C@@H:5]([OH:49])[C@@:4]1([OH:51])[CH3:50].C([O-])(O)=O.[Na+]>C(O)(=O)C.C(Cl)(Cl)Cl>[CH3:1][CH2:2][C@H:3]1[O:18][C:16](=[O:17])[C@H:15]([CH3:19])[C@@H:14]([O:20][C@@H:21]2[O:26][C@@H:25]([CH3:27])[C@H:24]([OH:28])[C@@:23]([O:30][CH3:31])([CH3:29])[CH2:22]2)[C@H:13]([CH3:32])[C@@H:12]([O:33][C@@H:34]2[O:39][C@H:38]([CH3:40])[CH2:37][C@H:36]([N:41]([CH3:42])[CH3:43])[C@H:35]2[OH:44])[C@:11]2([CH3:45])[O:8][C:7](=[C:9]([CH3:47])[CH2:10]2)[C@H:6]([CH3:48])[C@@H:5]([OH:49])[C@@:4]1([OH:51])[CH3:50] |f:1.2|. Reported procedure: A solution (710.0 mL) of EMA (erythromycin A; 104.4 g, 16.90 mmol) in glacial acetic acid was stirred at room temperature for 2 hr, and aqueous NaHCO3 solution was slowly added to neutralize the solution. The reaction mixture was extracted with CHCl3, and the organic layer was dried over Na2SO4. The residue was filtrated, and the filtrate was concentrated to give a crude product (99.30 g). The obtained crude product was dissolved in CHCl3 (250 mL), and the solution was recrystallized by adding h...